This data is from the Open Reaction Database (ORD), a public repository of structured organic reaction records. The task is: describe an organic reaction: reactants, conditions, products, and yield The reactants are CCC(Br)CC, C=CCC1(C)CC(c2cccc(Cl)c2)C(c2ccc(Cl)cc2)N(C(CS)C2CC2)C1=O, [H-], [Na+], CN(C)C=O. Product: C=CCC1(C)CC(c2cccc(Cl)c2)C(c2ccc(Cl)cc2)N(C(CSC(CC)CC)C2CC2)C1=O. As a reaction SMILES: [Br:32][CH:33]([CH2:34][CH3:35])[CH2:36][CH3:37].[CH2:1]([CH:2]=[CH2:3])[C:4]1([CH3:31])[C:5](=[O:30])[N:6]([CH:24]([CH2:25][SH:26])[CH:27]2[CH2:28][CH2:29]2)[CH:7]([c:17]2[cH:18][cH:19][c:20]([Cl:23])[cH:21][cH:22]2)[CH:8]([c:10]2[cH:11][c:12]([Cl:16])[cH:13][cH:14][cH:15]2)[CH2:9]1.[H-:38].[Na+:39].[O:40]=[CH:41][N:42]([CH3:43])[CH3:44]>>[CH2:1]([CH:2]=[CH2:3])[C:4]1([CH3:31])[C:5](=[O:30])[N:6]([CH:24]([CH2:25][S:26][CH:33]([CH2:34][CH3:35])[CH2:36][CH3:37])[CH:27]2[CH2:28][CH2:29]2)[CH:7]([c:17]2[cH:18][cH:19][c:20]([Cl:23])[cH:21][cH:22]2)[CH:8]([c:10]2[cH:11][c:12]([Cl:16])[cH:13][cH:14][cH:15]2)[CH2:9]1.